This data is from the Open Reaction Database (ORD), a public repository of structured organic reaction records. The task is: describe an organic reaction: reactants, conditions, products, and yield The reactants are [H-].C(C(C)C)[Al+]CC(C)C (diisobutylaluminum hydride), COC1=NC=C(C(=O)OC)C(=C1)C(F)(F)F (methyl 6-methoxy-4-trifluoromethylnicotinate), [H-].C(C(C)C)[Al+]CC(C)C (DIBAL). Run in C1(=CC=CC=C1)C (toluene). Run at time 2 day. The product is COC1=CC(=C(C=N1)CO)C(F)(F)F (6-methoxy-4-trifluoromethyl-3-pyridinemethanol). Yield: 78.7%. RXN SMILES: [CH3:1][O:2][C:3]1[CH:12]=[C:11]([C:13]([F:16])([F:15])[F:14])[C:6]([C:7](OC)=[O:8])=[CH:5][N:4]=1.[H-].C([Al+]CC(C)C)C(C)C>C1(C)C=CC=CC=1>[CH3:1][O:2][C:3]1[N:4]=[CH:5][C:6]([CH2:7][OH:8])=[C:11]([C:13]([F:16])([F:14])[F:15])[CH:12]=1 |f:1.2|. Procedure: To a cooled (−78° C.) solution of methyl 6-methoxy-4-trifluoromethylnicotinate (300 mg, 1.35 mmol) in toluene (10 mL) was added diisobutylaluminum hydride (DIBAL, 1 M/toluene, 1.35 mL). The mixture was warmed slowly to room temperature and stirred for 2 days. Additional DIBAL (1 M/toluene, 2 mL) was added to complete the reaction. After stirring for 4 hours, the mixture was quenched with saturated aqueous ammonium chloride solution (1 mL), dried over anhydrous magnesium sulfate, filtered through... The reactants are O (Water), C(C)OCC (diethyl ether), FC=1C=C(C=C(C1)F)C1(CNCC1)F (3-(3,5-difluorophenyl)-3-fluoropyrrolidine). The solvent is C(=O)O (formic acid), C=O (formaldehyde). Run at temperature 85 celsius. Yields the product FC=1C=C(C=C(C1)F)C1(CN(CC1)C)F (3-(3,5-DIFLUOROPHENYL)-3-FLUORO-1-METHYLPYRROLIDINE). RXN SMILES: [F:1][C:2]1[CH:3]=[C:4]([C:9]2([F:14])[CH2:13][CH2:12][NH:11][CH2:10]2)[CH:5]=[C:6]([F:8])[CH:7]=1.O.[CH2:16](OCC)C>C(O)=O.C=O>[F:1][C:2]1[CH:3]=[C:4]([C:9]2([F:14])[CH2:13][CH2:12][N:11]([CH3:16])[CH2:10]2)[CH:5]=[C:6]([F:8])[CH:7]=1. Reported procedure: A mixture of 3-(3,5-difluorophenyl)-3-fluoropyrrolidine (0.17 g, 0.85 mmol) in formic acid (2.45 mL) and aqueous formaldehyde (40%, 2.2 mL) was heated at 85° C. for 1 h. Water (100 mL) and diethyl ether was added, the phases were separated and the aqueous phase was basified by the addition of aqueous sodium hydroxide (5M, 20 mL). The aqueous phase was extracted with ethyl acetate (2×50 mL), the combined organic phase was dried (MgSO4) and evaporated. Purification by flash chromatography on silic...